The task is: describe an organic reaction: reactants, conditions, products, and yield. This data is from the Open Reaction Database (ORD), a public repository of structured organic reaction records. Reactants: [N+](=O)([O-])C=1NC=CN1 (2-nitroimidazole), C([O-])([O-])=O.[K+].[K+] (potassium carbonate), C(C)(C)(C)OC(CBr)=O (tert-butylbromoacetate). Solvent: C(C)#N (acetonitrile), C(C)#N (acetonitrile). The product is C(C)(C)(C)OC(CN1C(=NC=C1)[N+](=O)[O-])=O (tert-butyl-(2-nitro-imidazol-1-yl)acetate). Isolated yield 71.0%. As a reaction SMILES: [N+:1]([C:4]1[NH:5][CH:6]=[CH:7][N:8]=1)([O-:3])=[O:2].C(=O)([O-])[O-].[K+].[K+].[C:15]([O:19][C:20](=[O:23])[CH2:21]Br)([CH3:18])([CH3:17])[CH3:16]>C(#N)C>[C:15]([O:19][C:20](=[O:23])[CH2:21][N:5]1[CH:6]=[CH:7][N:8]=[C:4]1[N+:1]([O-:3])=[O:2])([CH3:18])([CH3:17])[CH3:16] |f:1.2.3|. Procedure details: To a mixture of 2-nitroimidazole 1 (17.7 mmol, 1 equiv.) and anhydrous potassium carbonate (70.74 mmol, 4 equiv.) in 20 mL of acetonitrile is added dropwise a solution of tert-butylbromoacetate (17.7 mmol, 1 equiv.) in 10 ml of acetonitrile. The mixture is stirred one night at room temperature and concentrated under vacuum. The residue is purified by chromatography on silica gel using a mixture CH2Cl2/MeOH 95/5 as eluent to give the expected compound as white powder in 71% yield. mp 95-97° C.; 1... Starting materials: CC(C)([O-])C.[K+] (potassium t-butoxide), BrCC(=O)OCC (ethyl bromoacetate), O (Water), C1(C=2C(C(N1C1C(NC3=C(CCC1)C=CC=C3)=O)=O)=CC=CC2)=O (3-phthalimido-3,4,5,6-tetrahydro-1-benzazocin-2(1H)one). Run in CN(C=O)C (dimethylformamide), CN(C=O)C (dimethylformamide), CN(C=O)C (dimethylformamide). Reaction conditions: temperature 0 celsius, time 5 minute. The product is C(C)OC(=O)CN1C(C(CCCC2=C1C=CC=C2)N2C(C=1C(C2=O)=CC=CC1)=O)=O (1-ethoxycarbonylmethyl-3-phthalimido-3,4,5,6-tetrahydro-1-benzazocin-2(1H)one). RXN SMILES: [C:1]1(=[O:24])[N:5]([CH:6]2[CH2:13][CH2:12][CH2:11][C:10]3[CH:14]=[CH:15][CH:16]=[CH:17][C:9]=3[NH:8][C:7]2=[O:18])[C:4](=[O:19])[C:3]2=[CH:20][CH:21]=[CH:22][CH:23]=[C:2]12.CC(C)([O-])C.[K+].Br[CH2:32][C:33]([O:35][CH2:36][CH3:37])=[O:34].O>CN(C)C=O>[CH2:36]([O:35][C:33]([CH2:32][N:8]1[C:9]2[CH:17]=[CH:16][CH:15]=[CH:14][C:10]=2[CH2:11][CH2:12][CH2:13][CH:6]([N:5]2[C:4](=[O:19])[C:3]3=[CH:20][CH:21]=[CH:22][CH:23]=[C:2]3[C:1]2=[O:24])[C:7]1=[O:18])=[O:34])[CH3:37] |f:1.2|. Procedure: A solution of 3-phthalimido-3,4,5,6-tetrahydro-1-benzazocin-2(1H)one (1.7 g) in dimethylformamide (10 ml) is stirred at 0° C. under a nitrogen atmosphere. A solution of potassium t-butoxide (0.75 g) in dimethylformamide (6 ml) is added and the reaction mixture is stirred at 0° C. for five minutes. A solution of ethyl bromoacetate (1.0 g) in dimethylformamide (5 ml) is added and the reaction mixture stirred at 0° C. for 11/2 hours. Water (3 ml) is added, and the reaction mixture is evaporated und...